Task: describe an organic reaction: reactants, conditions, products, and yield. Dataset: the Open Reaction Database (ORD), a public repository of structured organic reaction records Reactants: C(C1=CC=CC=C1)OC=1C=C2C=NNC2=CC1Br (5-(benzyloxy)-6-bromo-1H-indazole), O1CCCC=C1 (3,4-dihydro-2H-pyran), CS(=O)(=O)O (methanesulfonic acid), C(=O)(O)[O-].[Na+] (NaHCO3). The solvent is CCOC(=O)C (EtOAc), C1CCOC1 (THF), C(Cl)Cl (DCM), CCOC(=O)C (EtOAc). Conditions: time 2 hour. Product: C(C1=CC=CC=C1)OC=1C=C2C=NN(C2=CC1Br)C1OCCCC1 (5-(Benzyloxy)-6-bromo-1-(tetrahydro-2H-pyran-2-yl)-1H-indazole). The yield is 42.3%. Reaction SMILES: [CH2:1]([O:8][C:9]1[CH:10]=[C:11]2[C:15](=[CH:16][C:17]=1[Br:18])[NH:14][N:13]=[CH:12]2)[C:2]1[CH:7]=[CH:6][CH:5]=[CH:4][CH:3]=1.[O:19]1[CH:24]=[CH:23][CH2:22][CH2:21][CH2:20]1.CS(O)(=O)=O.C([O-])(O)=O.[Na+]>C1COCC1.C(Cl)Cl.CCOC(C)=O>[CH2:1]([O:8][C:9]1[CH:10]=[C:11]2[C:15](=[CH:16][C:17]=1[Br:18])[N:14]([CH:20]1[CH2:21][CH2:22][CH2:23][CH2:24][O:19]1)[N:13]=[CH:12]2)[C:2]1[CH:3]=[CH:4][CH:5]=[CH:6][CH:7]=1 |f:3.4|. Procedure: To a solution of 5-(benzyloxy)-6-bromo-1H-indazole (5 g, 16.5 mmol) in THF (30 mL) and DCM (30 mL) is added 3,4-dihydro-2H-pyran (3 mL, 32.8 mmol) and methanesulfonic acid (1 mL, 15.3 mmol). After the reaction mixture is stirred at RT for 2 hours, EtOAc (50 mL) and saturated aqueous NaHCO3 are added. The organic phase is separated, dried over MgSO4, and concentrated. The residue is purified by silica gel column chromatography eluting with PE:EtOAc (4:1) to give the desired product (2.7 g, 42.2% ...